This data is from the Open Reaction Database (ORD), a public repository of structured organic reaction records. The task is: describe an organic reaction: reactants, conditions, products, and yield Reactants: O=C(Cl)C12CC3CC(CC(C3)C1)C2, C1CCOC1, N#CN, [Na]. The product is N#CNC(=O)C12CC3CC(CC(C3)C1)C2. Reaction SMILES: [C:1]12([C:11](=[O:12])[Cl:13])[CH2:2][CH:3]3[CH2:4][CH:5]([CH2:6][CH:7]([CH2:8]1)[CH2:9]3)[CH2:10]2.[CH2:18]1[O:19][CH2:20][CH2:21][CH2:22]1.[N:14]#[C:15][NH2:16].[Na:17]>>[C:1]12([C:11](=[O:12])[NH:16][C:15]#[N:14])[CH2:2][CH:3]3[CH2:4][CH:5]([CH2:6][CH:7]([CH2:8]1)[CH2:9]3)[CH2:10]2. Reactants: O1C(CCCC1)OCC1=CN=CS1 (5-[(tetrahydro-2H-pyran-2-yloxy)methyl]-1,3-thiazole), CCCCCC.C(CCC)[Li] (n-butyllithium hexane), C(CC(O)(C(=O)O)CC(=O)O)(=O)O (citric acid), CN(C=O)C (N,N-dimethylformamide). The solvent is O1CCCC1 (tetrahydrofuran). Reaction conditions: temperature -70 celsius, time 30 minute. Yields the product O1C(CCCC1)OCC1=CN=C(S1)C=O (5-[(tetrahydro-2H-pyran-2-yloxy)methyl]-1,3-thiazole-2-carbaldehyde). The yield is 81.4%. Reaction SMILES: [O:1]1[CH2:6][CH2:5][CH2:4][CH2:3][CH:2]1[O:7][CH2:8][C:9]1[S:13][CH:12]=[N:11][CH:10]=1.CCCCCC.C([Li])CCC.CN(C)[CH:27]=[O:28].C(O)(=O)CC(CC(O)=O)(C(O)=O)O>O1CCCC1>[O:1]1[CH2:6][CH2:5][CH2:4][CH2:3][CH:2]1[O:7][CH2:8][C:9]1[S:13][C:12]([CH:27]=[O:28])=[N:11][CH:10]=1 |f:1.2|. Reported procedure: To a solution of 5-[(tetrahydro-2H-pyran-2-yloxy)methyl]-1,3-thiazole (7.44 g) in tetrahydrofuran (100 mL) was slowly added a 1.6M n-butyllithium hexane solution (25.6 mL) at −70° C. under a nitrogen atmosphere. The reaction mixture was stirred at −70° C. for 30 min and N,N-dimethylformamide (8.0 g) was added. The reaction mixture was warmed to room temperature, 10% aqueous citric acid solution was added, and the mixture was extracted with ethyl acetate. The ethyl acetate layer was washed with s... Reaction SMILES: [Br-:26].[Br:6][c:7]1[cH:8][cH:9][c:10]([O:13][CH3:14])[n:11][cH:12]1.[CH2:1]([Li:2])[CH2:3][CH2:4][CH3:5].[CH3:33][CH2:34][CH2:35][CH2:36][CH2:37][CH3:38].[K+:27].[N+:15](=[O:16])([O-:17])[c:18]1[c:19]([CH:20]=[O:21])[cH:22][cH:23][cH:24][cH:25]1.[O:28]1[CH2:29][CH2:30][CH2:31][CH2:32]1>>[c:7]1([CH:20]([c:19]2[c:18]([N+:15](=[O:16])[O-:17])[cH:25][cH:24][cH:23][cH:22]2)[OH:21])[cH:8][cH:9][c:10]([O:13][CH3:14])[n:11][cH:12]1. Reactants: [Br-], COc1ccc(Br)cn1, [Li]CCCC, CCCCCC, [K+], O=Cc1ccccc1[N+](=O)[O-], C1CCOC1. Product: COc1ccc(C(O)c2ccccc2[N+](=O)[O-])cn1. Reactants: BrC1=CC(=CC(=C1)C(F)(F)F)[N+](=O)[O-] (1-bromo-3-nitro-5-(trifluoromethyl)benzene), CCN(C(C)C)C(C)C (DIEA), N1CCOCC1 (morpholine). The solvent is CN(C)C=O (DMF). Yields the product [N+](=O)([O-])C=1C=C(C=C(C1)C(F)(F)F)N1CCOCC1 (4-[3-nitro-5-(trifluoromethyl)phenyl]morpholine). Isolated yield 50.0%. As a reaction SMILES: Br[C:2]1[CH:7]=[C:6]([C:8]([F:11])([F:10])[F:9])[CH:5]=[C:4]([N+:12]([O-:14])=[O:13])[CH:3]=1.CCN(C(C)C)C(C)C.[NH:24]1[CH2:29][CH2:28][O:27][CH2:26][CH2:25]1>CN(C=O)C>[N+:12]([C:4]1[CH:3]=[C:2]([N:24]2[CH2:29][CH2:28][O:27][CH2:26][CH2:25]2)[CH:7]=[C:6]([C:8]([F:11])([F:10])[F:9])[CH:5]=1)([O-:14])=[O:13]. Procedure details: Dissolve 1-bromo-3-nitro-5-(trifluoromethyl)benzene (270 mg, 1 mmol) and DIEA (258 mg, 2 mmol) in DMF (5 mL), add morpholine (174 mg, 2 mmol). Stir the reaction at 120° C. overnight. Cool to room temperature; remove the volatiles under reduced pressure to give a crude residue. Purification of the residue by chromatography (silica gel, EtOAc:PE=1:5) affords the product (138 mg, 50%). Starting materials: C1(=CC=CC=C1)C (toluene), OC1=CC=C(C=C1)C1C(CN(CC1)C(=O)OCC1=CC=CC=C1)OCC=1C=CC2=C(N(CCO2)CCCOC)C1 (benzyl 4-(4-hydroxyphenyl)-3-[4-(3-methoxypropyl)-3,4-dihydro-2H-benzo[1,4]oxazin-6-ylmethoxy]piperidine-1-carboxylate), CN(C1=CC=CC=C1)C (N,N-dimethylaniline), C(=O)(Cl)Cl (phosgene). Solvent: COC(C)(C)C (tert-butyl methyl ether). Run at time 24 hour. Product: COCCCN1CCOC2=C1C=C(C=C2)COC2CN(CCC2C2=CC=C(C=C2)OC(=O)N2CC(CC2)C2=CC=CC=C2)C(=O)OCC2=CC=CC=C2 (Benzyl 3-[4-(3-methoxypropyl)-3,4-dihydro-2H-benzo[1,4]oxazin-6-ylmethoxy]-4-[4-(3-phenylpyrrolidine-1-carbonyloxy)phenyl]piperidine-1-carboxylate), SiO2. Reaction SMILES: [OH:1][C:2]1[CH:7]=[CH:6][C:5]([CH:8]2[CH2:13][CH2:12][N:11]([C:14]([O:16][CH2:17][C:18]3[CH:23]=[CH:22][CH:21]=[CH:20][CH:19]=3)=[O:15])[CH2:10][CH:9]2[O:24][CH2:25][C:26]2[CH:27]=[CH:28][C:29]3[O:34][CH2:33][CH2:32][N:31]([CH2:35][CH2:36][CH2:37][O:38][CH3:39])[C:30]=3[CH:40]=2)=[CH:4][CH:3]=1.[CH3:41][N:42](C)[C:43]1C=CC=C[CH:44]=1.[C:50](Cl)(Cl)=[O:51].[C:54]1([CH3:60])[CH:59]=[CH:58][CH:57]=[CH:56][CH:55]=1>COC(C)(C)C>[CH3:39][O:38][CH2:37][CH2:36][CH2:35][N:31]1[C:30]2[CH:40]=[C:26]([CH2:25][O:24][CH:9]3[CH:8]([C:5]4[CH:6]=[CH:7][C:2]([O:1][C:50]([N:42]5[CH2:43][CH2:44][CH:60]([C:54]6[CH:59]=[CH:58][CH:57]=[CH:56][CH:55]=6)[CH2:41]5)=[O:51])=[CH:3][CH:4]=4)[CH2:13][CH2:12][N:11]([C:14]([O:16][CH2:17][C:18]4[CH:19]=[CH:20][CH:21]=[CH:22][CH:23]=4)=[O:15])[CH2:10]3)[CH:27]=[CH:28][C:29]=2[O:34][CH2:33][CH2:32]1. Reported procedure: The stirred solution of 0.250 g of benzyl 4-(4-hydroxyphenyl)-3-[4-(3-methoxypropyl)-3,4-dihydro-2H-benzo[1,4]oxazin-6-ylmethoxy]piperidine-1-carboxylate in 2.5 ml of toluene is admixed at 0° C. with 0.131 ml of N,N-dimethylaniline and 0.65 ml of phosgene solution (20% in toluene). The reaction mixture is stirred at room temperature over 24 hours. The resulting suspension is diluted with tert-butyl methyl ether (20 ml) and washed successively with 0.1M HCl (20 ml), 1M sodium hydrogencarbonate so... Reactants: NCCC(=O)O (β-Alanine), O (water), P(=O)(OCC(CCl)O)([O-])[O-].[Na+].[Na+] (sodium 2-hydroxy-3-chloropropyl phosphate), [OH-].[Na+] (sodium hydroxide), C(C)O (ethanol), C(C)O (ethanol). Conditions: temperature 70 celsius, time 6 hour. The product is P(=O)(OCCCC)(OCC1CO1)[O-].[Na+] (sodium butyl glycidyl phosphate), sodium 2-hydroxy-3-N-carboxyethylammoniopropyl phosphate. The yield is 99.3%. Reaction SMILES: N[CH2:2][CH2:3][C:4](O)=O.O.[P:8]([O-:17])([O-:16])([O:10][CH2:11][CH:12]([OH:15])[CH2:13]Cl)=[O:9].[Na+:18].[Na+].[OH-].[Na+].[CH2:22](O)C>>[P:8]([O-:17])([O:10][CH2:11][CH:12]1[O:15][CH2:13]1)([O:16][CH2:4][CH2:3][CH2:2][CH3:22])=[O:9].[Na+:18] |f:2.3.4,5.6,8.9|. Procedure details: β-Alanine, 30.0 g (0.337 mol), was charged into a reaction vessel, into which 100 ml of water was added and the mixture was stirred. Its temperature was raised to 70° C. and the mixture was homogenized. Then, while maintaining the temperature, an ethanol solution of 750 g (0.112 mol) of sodium butyl glycidyl phosphate, which was prepared by the reaction of 30.2 g (0.112 mol) of sodium 2-hydroxy-3-chloropropyl phosphate and sodium hydroxide in ethanol, followed by purification by desalting, was a... The reactants are CCC(=C(C(=O)O)c1ccc(OCOC)cc1)c1ccccc1, CN(C)c1ccncc1, CCN(C(C)C)C(C)C, ClCCl, Nc1ccc(O)cc1. Yields the product CCC(=C(C(=O)Nc1ccc(O)cc1)c1ccc(OCOC)cc1)c1ccccc1. Reaction SMILES: [CH3:1][O:2][CH2:3][O:4][c:5]1[cH:6][cH:7][c:8]([C:11]([C:12](=[O:13])[OH:14])=[C:15]([CH2:16][CH3:17])[c:18]2[cH:19][cH:20][cH:21][cH:22][cH:23]2)[cH:9][cH:10]1.[CH3:41][N:42]([CH3:43])[c:44]1[cH:45][cH:46][n:47][cH:48][cH:49]1.[CH:32]([N:33]([CH2:34][CH3:35])[CH:36]([CH3:37])[CH3:38])([CH3:39])[CH3:40].[Cl:50][CH2:51][Cl:52].[NH2:24][c:25]1[cH:26][cH:27][c:28]([OH:29])[cH:30][cH:31]1>>[CH3:1][O:2][CH2:3][O:4][c:5]1[cH:6][cH:7][c:8]([C:11]([C:12](=[O:13])[NH:24][c:25]2[cH:26][cH:27][c:28]([OH:29])[cH:30][cH:31]2)=[C:15]([CH2:16][CH3:17])[c:18]2[cH:19][cH:20][cH:21][cH:22][cH:23]2)[cH:9][cH:10]1. The reactants are CC(C)CN(CC(O)C(Cc1ccccc1)NC(=O)OC1COC2OCCC12)C(=O)OCc1ccccc1, CCO. The product is CC(C)CNCC(O)C(Cc1ccccc1)NC(=O)OC1COC2OCCC12. RXN SMILES: [CH2:1]([O:2][C:3](=[O:4])[N:10]([CH2:11][CH:12]([CH3:13])[CH3:14])[CH2:15][CH:16]([CH:17]([CH2:18][c:19]1[cH:20][cH:21][cH:22][cH:23][cH:24]1)[NH:25][C:26](=[O:27])[O:28][CH:29]1[CH2:30][O:31][CH:32]2[O:33][CH2:34][CH2:35][CH:36]12)[OH:37])[c:5]1[cH:6][cH:7][cH:8][cH:9][cH:38]1.[CH3:39][CH2:40][OH:41]>>[NH:10]([CH2:11][CH:12]([CH3:13])[CH3:14])[CH2:15][CH:16]([CH:17]([CH2:18][c:19]1[cH:20][cH:21][cH:22][cH:23][cH:24]1)[NH:25][C:26](=[O:27])[O:28][CH:29]1[CH2:30][O:31][CH:32]2[O:33][CH2:34][CH2:35][CH:36]12)[OH:37].